From a dataset of the Open Reaction Database (ORD), a public repository of structured organic reaction records. describe an organic reaction: reactants, conditions, products, and yield Starting materials: CCON=C(C)c1ccc(S(=O)(=O)NCc2ccncc2)cc1, CN(C)C=O, [H-], CI, [Na+], O. The product is CCON=C(C)c1ccc(S(=O)(=O)N(C)Cc2ccncc2)cc1. Reaction SMILES: [CH2:1]([CH3:2])[O:3][N:4]=[C:5]([CH3:6])[c:7]1[cH:8][cH:9][c:10]([S:13](=[O:14])(=[O:15])[NH:16][CH2:17][c:18]2[cH:19][cH:20][n:21][cH:22][cH:23]2)[cH:11][cH:12]1.[CH3:29][N:30]([CH3:31])[CH:32]=[O:33].[H-:25].[I:26][CH3:27].[Na+:24].[OH2:28]>>[CH2:1]([CH3:2])[O:3][N:4]=[C:5]([CH3:6])[c:7]1[cH:8][cH:9][c:10]([S:13](=[O:14])(=[O:15])[N:16]([CH2:17][c:18]2[cH:19][cH:20][n:21][cH:22][cH:23]2)[CH3:27])[cH:11][cH:12]1. The product is COC(=O)c1cccc2oc(N3CCN(C(=O)OC(C)(C)C)CC34CCCC4)nc12. RXN SMILES: [CH2:1]1[CH2:2][CH2:3][CH2:4][C:5]12[NH:6][CH2:7][CH2:8][N:9]([C:11](=[O:12])[O:13][C:14]([CH3:15])([CH3:16])[CH3:17])[CH2:10]2.[CH3:34][O:35][CH2:36][CH2:37][O:38][CH3:39].[Cl:20][c:21]1[o:22][c:23]2[c:24]([n:25]1)[c:26]([C:30](=[O:31])[O:32][CH3:33])[cH:27][cH:28][cH:29]2.[H-:19].[Na+:18]>>[CH2:1]1[CH2:2][CH2:3][CH2:4][C:5]12[N:6]([c:21]1[o:22][c:23]3[c:24]([n:25]1)[c:26]([C:30](=[O:31])[O:32][CH3:33])[cH:27][cH:28][cH:29]3)[CH2:7][CH2:8][N:9]([C:11](=[O:12])[O:13][C:14]([CH3:15])([CH3:16])[CH3:17])[CH2:10]2. Starting materials: CC(C)(C)OC(=O)N1CCNC2(CCCC2)C1, COCCOC, COC(=O)c1cccc2oc(Cl)nc12, [H-], [Na+]. Reactants: C(C)(=O)OC(C)=O (acetic anhydride), CS(=O)(=O)C1=CC=C(C=C1)C1=NC(=NC(=C1)C(F)(F)F)N (4-[4-(Methylsulfonyl)phenyl]-6-(trifluoromethyl)pyrimidin-2-amine). Solvent: C(=O)O (formic acid). Reaction conditions: time 1 hour. Product: CS(=O)(=O)C1=CC=C(C=C1)C1=NC(=NC(=C1)C(F)(F)F)NC=O (4-[4-(methylsulfonyl)phenyl]-6-(trifluoromethyl)pyrimidin-2-ylformamide). RXN SMILES: C(O[C:5](=[O:7])C)(=O)C.[CH3:8][S:9]([C:12]1[CH:17]=[CH:16][C:15]([C:18]2[CH:23]=[C:22]([C:24]([F:27])([F:26])[F:25])[N:21]=[C:20]([NH2:28])[N:19]=2)=[CH:14][CH:13]=1)(=[O:11])=[O:10]>C(O)=O>[CH3:8][S:9]([C:12]1[CH:17]=[CH:16][C:15]([C:18]2[CH:23]=[C:22]([C:24]([F:25])([F:26])[F:27])[N:21]=[C:20]([NH:28][CH:5]=[O:7])[N:19]=2)=[CH:14][CH:13]=1)(=[O:11])=[O:10]. Procedure: A mixture of formic acid (7 ml) and acetic anhydride (2 ml) was stirred at 20 C for 1 h. 4-[4-(Methylsulfonyl)phenyl]-6-(trifluoromethyl)pyrimidin-2-amine (0.5 g, 1.576 mmol) was then added and stirring was continued at ambient temperature for 18 h. This gave the title compound as a colourless precipitate which was collected by filtration and dried (0.32 g).